Dataset: the Open Reaction Database (ORD), a public repository of structured organic reaction records. Task: describe an organic reaction: reactants, conditions, products, and yield Starting materials: CCOC(=O)C (EtOAc), C(C)(C)(C)OC(=O)NC1=NOC2=C1C=C(C=C2)CN2C(C1=CC=CC=C1C2=O)=O (2-[3-(tert-butoxycarbonyl)amino-benzo[d]isoxazol-5-ylmethyl]-isoindole-1,3-dione), O.NN (hydrazine hydrate), C(Cl)Cl (DCM). Run in C(CCC)O (1-butanol). Product: C(C)(C)(C)OC(NC1=NOC2=C1C=C(C=C2)CN)=O ((5-Aminomethyl-benzo[d]isoxazol-3-yl)-carbamic Acid Tert-butyl Ester). RXN SMILES: [C:1]([O:5][C:6]([NH:8][C:9]1[C:13]2[CH:14]=[C:15]([CH2:18][N:19]3C(=O)C4C(=CC=CC=4)C3=O)[CH:16]=[CH:17][C:12]=2[O:11][N:10]=1)=[O:7])([CH3:4])([CH3:3])[CH3:2].O.NN.C(Cl)Cl.CCOC(C)=O>C(O)CCC>[C:1]([O:5][C:6](=[O:7])[NH:8][C:9]1[C:13]2[CH:14]=[C:15]([CH2:18][NH2:19])[CH:16]=[CH:17][C:12]=2[O:11][N:10]=1)([CH3:4])([CH3:2])[CH3:3] |f:1.2|. Reported procedure: A mixture of 2-[3-(tert-butoxycarbonyl)amino-benzo[d]isoxazol-5-ylmethyl]-isoindole-1,3-dione (1.31 g) and hydrazine hydrate (2.52 mL, 52 mmol) in 1-butanol (10 mL) was stirred at room temperature. The mixture turned into a translucent orange solution. After stirring for about 1 hr, white precipitate formed. The mixture was then heated to reflux for 5 min and all solid dissolved. After cooling, DCM was added, after which time white precipitate formed. The solid was filtered off and washed with D...